describe an organic reaction: reactants, conditions, products, and yield From a dataset of the Open Reaction Database (ORD), a public repository of structured organic reaction records. Starting materials: OC=1C=C2C=CC=NC2=CC1 (6-Hydroxyquinoline), II (iodine). The solvent is CO.O (methanol water). Run at time 2 hour. Yields the product OC=1C(=C2C=CC=NC2=CC1)I (6-hydroxy-5-iodo-quinoline). Yield: 44.9%. Reaction SMILES: [OH:1][C:2]1[CH:3]=[C:4]2[C:9](=[CH:10][CH:11]=1)[N:8]=[CH:7][CH:6]=[CH:5]2.[I:12]I>CO.O>[OH:1][C:2]1[C:3]([I:12])=[C:4]2[C:9](=[CH:10][CH:11]=1)[N:8]=[CH:7][CH:6]=[CH:5]2 |f:2.3|. Procedure details: 6-Hydroxyquinoline (0.5 g) and iodine (1.24 g) were dissolved in methanol/water (15 ml/7.5 ml) to prepare a solution which was then stirred at room temperature for 2 hr. The solvent was removed by distillation under the reduced pressure, water was added to the residue, and the mixture was extracted with ethyl acetate. The ethyl acetate layer was then washed with water and was dried over anhydrous sodium sulfate. The solvent was removed by distillation under the reduced pressure, and the residue ... The reactants are C(C)(=O)N1C(\C(\C2=CC(=CC=C12)[N+](=O)[O-])=C(\C1=CC=CC=C1)/NC1=CC=C(C=C1)NS(=O)(=O)C1=CC=CC=C1)=O ((Z)-1-acetyl-3-[1-(4-phenylsulphonylamino-phenylamino)-1-phenyl-methylidene]-5-nitro-2-indolinone), CN(C(CBr)=O)C (bromoacetic acid-N,N-dimethylamide), CC(C)([O-])C.[K+] (potassium tert.butoxide), [OH-].[Na+] (sodium hydroxide). The solvent is CS(=O)C (DMSO), CO (methanol). Product: CN(C(=O)CN(S(=O)(=O)C1=CC=CC=C1)C1=CC=C(C=C1)N\C(\C1=CC=CC=C1)=C\1/C(NC2=CC=C(C=C12)[N+](=O)[O-])=O)C ((Z)-3-{1-[4-(N-dimethylaminocarbonylmethyl-N-phenylsulphonyl-amino)-phenylamino]-1-phenyl-methylidene}-5-nitro-2-indolinone). As a reaction SMILES: C([N:4]1[C:12]2[C:7](=[CH:8][C:9]([N+:13]([O-:15])=[O:14])=[CH:10][CH:11]=2)/[C:6](=[C:16](/[NH:23][C:24]2[CH:29]=[CH:28][C:27]([NH:30][S:31]([C:34]3[CH:39]=[CH:38][CH:37]=[CH:36][CH:35]=3)(=[O:33])=[O:32])=[CH:26][CH:25]=2)\[C:17]2[CH:22]=[CH:21][CH:20]=[CH:19][CH:18]=2)/[C:5]1=[O:40])(=O)C.[CH3:41][N:42]([CH3:47])[C:43](=[O:46])[CH2:44]Br.CC(C)([O-])C.[K+].[OH-].[Na+]>CS(C)=O.CO>[CH3:41][N:42]([CH3:47])[C:43]([CH2:44][N:30]([C:27]1[CH:26]=[CH:25][C:24]([NH:23]/[C:16](=[C:6]2\[C:5](=[O:40])[NH:4][C:12]3[C:7]\2=[CH:8][C:9]([N+:13]([O-:15])=[O:14])=[CH:10][CH:11]=3)/[C:17]2[CH:22]=[CH:21][CH:20]=[CH:19][CH:18]=2)=[CH:29][CH:28]=1)[S:31]([C:34]1[CH:35]=[CH:36][CH:37]=[CH:38][CH:39]=1)(=[O:33])=[O:32])=[O:46] |f:2.3,4.5|. Procedure details: Prepared analogously to Examples 82 and 187 from (Z)-1-acetyl-3-[1-(4-phenylsulphonylamino-phenylamino)-1-phenyl-methylidene]-5-nitro-2-indolinone, bromoacetic acid-N,N-dimethylamide and potassium tert.butoxide in DMSO and subsequent treatment with sodium hydroxide solution in methanol. Starting materials: C(C)N(C(C)=O)C1C2=C(S(CC1)(=O)=O)SC(=C2)S(=O)(=O)N (4-(N-Ethyl-N-acetylamino)-5,6-dihydro-4H-thieno[2,3-b]thiopyran-2-sulfonamide-7,7-dioxide), CSC.B (borane dimethylsulfide). Solvent: C1CCOC1 (THF). Conditions: time 1 hour. The product is C(C)N(CC)C1C2=C(S(CC1)(=O)=O)SC(=C2)S(=O)(=O)N (4-(N,N-diethylamino)-5,6-dihydro-4H-thieno[2,3-b]thiopyran-2-sulfonamide-7,7-dioxide). Yield: 65.0%. As a reaction SMILES: [CH2:1]([N:3]([CH:7]1[CH2:12][CH2:11][S:10](=[O:14])(=[O:13])[C:9]2[S:15][C:16]([S:18]([NH2:21])(=[O:20])=[O:19])=[CH:17][C:8]1=2)[C:4](=O)[CH3:5])[CH3:2].CSC.B>C1COCC1>[CH2:1]([N:3]([CH:7]1[CH2:12][CH2:11][S:10](=[O:13])(=[O:14])[C:9]2[S:15][C:16]([S:18]([NH2:21])(=[O:20])=[O:19])=[CH:17][C:8]1=2)[CH2:4][CH3:5])[CH3:2] |f:1.2|. Procedure: To a suspension of product from Step A (1.8 g, 0.005 mol) in THF (40 ml) heated at reflux under N2 was added dropwise borane dimethylsulfide (10M, 1.5 ml, 0.015 mol) with the continuous removal of dimethylsulfide by way of a short path distillation apparatus. After 1 hour, the mixture was concentrated to dryness and the residue treated carefully with 6N HCl (12 ml). After heating at reflux for 0.5 hour, the mixture was concentrated to dryness. The residue was treated with NaHCO3 and the suspensi... The reactants are O=C([O-])[O-], COC(=O)C(Br)c1ccc(F)cc1, ClC(Cl)Cl, [K+], [K+], NCCCO. Yields the product COC(=O)C(NCCCO)c1ccc(F)cc1. RXN SMILES: [C:14](=[O:15])([O-:16])[O-:17].[CH3:1][O:2][C:3]([CH:4]([c:5]1[cH:6][cH:7][c:8]([F:11])[cH:9][cH:10]1)[Br:12])=[O:13].[CH:25]([Cl:26])([Cl:27])[Cl:28].[K+:18].[K+:19].[NH2:20][CH2:21][CH2:22][CH2:23][OH:24]>>[CH3:1][O:2][C:3]([CH:4]([c:5]1[cH:6][cH:7][c:8]([F:11])[cH:9][cH:10]1)[NH:20][CH2:21][CH2:22][CH2:23][OH:24])=[O:13]. Starting materials: FC(S(=O)(=O)OC=1C2=CC=C(C=C2OC2=CC(C=CC12)=O)C1=C(C=CC=C1)C(=O)O)(F)F (9-(trifluoromethane-sulfonyloxy)-6-(2-carboxyphenyl)xanthen-3-one), C12(CC3CC(CC(C1)C3)C2)C=2C=C(C=CC2OCC2=CC=CC=C2)B(O)O (3-(1-adamantyl)-4-benzyloxyphenylboronic acid), [Li+].[Cl-] (LiCl), C(=O)([O-])[O-].[Na+].[Na+] (Na2CO3). The reagents and catalysts are C=1C=CC(=CC1)[P](C=2C=CC=CC2)(C=3C=CC=CC3)[Pd]([P](C=4C=CC=CC4)(C=5C=CC=CC5)C=6C=CC=CC6)([P](C=7C=CC=CC7)(C=8C=CC=CC8)C=9C=CC=CC9)[P](C=1C=CC=CC1)(C=1C=CC=CC1)C=1C=CC=CC1 (Pd[P(C6H5)3]4). Run in COCCOC (DME), CCOC(=O)C.CCCCCC (EtOAc hexane). Conditions: temperature 82.5 celsius. Product: C12(CC3CC(CC(C1)C3)C2)C=2C=C(C=CC2CC2=CC=CC=C2)C=2C3=CC=C(C=C3OC3=CC(C=CC23)=O)C2=C(C=CC=C2)C(=O)O (9-[3-(1-Adamantyl)-4-benzylphenyl]-6-(2-carboxyphenyl)xanthen-3-one). RXN SMILES: FC(F)(F)S(O[C:7]1[C:8]2[C:13]([O:14][C:15]3[C:20]=1[CH:19]=[CH:18][C:17](=[O:21])[CH:16]=3)=[CH:12][C:11]([C:22]1[CH:27]=[CH:26][CH:25]=[CH:24][C:23]=1[C:28]([OH:30])=[O:29])=[CH:10][CH:9]=2)(=O)=O.[C:33]12(C3C=C(B(O)O)C=CC=3OCC3C=CC=CC=3)[CH2:42][CH:37]3[CH2:38][CH:39]([CH2:41][CH:35]([CH2:36]3)[CH2:34]1)[CH2:40]2.[Li+].[Cl-].C([O-])([O-])=O.[Na+].[Na+]>COCCOC.C1C=CC([P]([Pd]([P](C2C=CC=CC=2)(C2C=CC=CC=2)C2C=CC=CC=2)([P](C2C=CC=CC=2)(C2C=CC=CC=2)C2C=CC=CC=2)[P](C2C=CC=CC=2)(C2C=CC=CC=2)C2C=CC=CC=2)(C2C=CC=CC=2)C2C=CC=CC=2)=CC=1.CCOC(C)=O.CCCCCC>[C:33]12([C:15]3[CH:16]=[C:17]([C:7]4[C:8]5[C:13]([O:14][C:15]6[C:20]=4[CH:19]=[CH:18][C:17](=[O:21])[CH:16]=6)=[CH:12][C:11]([C:22]4[CH:27]=[CH:26][CH:25]=[CH:24][C:23]=4[C:28]([OH:30])=[O:29])=[CH:10][CH:9]=5)[CH:18]=[CH:19][C:20]=3[CH2:7][C:8]3[CH:9]=[CH:10][CH:11]=[CH:12][CH:13]=3)[CH2:40][CH:39]3[CH2:38][CH:37]([CH2:36][CH:35]([CH2:41]3)[CH2:34]1)[CH2:42]2 |f:2.3,4.5.6,9.10,^1:77,79,98,117|. Procedure details: To a stirred suspension of 1.00 g (2.15 mmol) of 9-(trifluoromethane-sulfonyloxy)-6-(2-carboxyphenyl)xanthen-3-one, 0.80 g (2.20 mmol) of 3-(1-adamantyl)-4-benzyloxyphenylboronic acid [1H NMR (300 MHz, CDCl3) δ 1.77, 2.26 (2 s, 12, AdCH2), 2.07 (s, 3, AdCH), 5.21 (s, 2, CH2), 7.06 (d, J=8.2 Hz, 1, ArH), 7.3-7.5 (m, 5, ArH), 8.03 (d, J=7.8 Hz, 1, ArH), 8.19 ppm (s, 1, ArH)], 0.32 g (0.28 mmol) of Pd[P(C6H5)3]4 and 0.26 g (6.1 mmol) of LiCl in 20 ml of DME was added under Ar 3 ml of 2.0 M aq. Na2C...